describe an organic reaction: reactants, conditions, products, and yield From a dataset of the Open Reaction Database (ORD), a public repository of structured organic reaction records. The reactants are O=C([O-])[O-], CNC, Cl, Cc1cc(C#Cc2cn(-c3cncc(F)c3)c(C)n2)ccn1, [K+], [K+], CN(C)C=O, O. Yields the product Cc1cc(C#Cc2cn(-c3cncc(N(C)C)c3)c(C)n2)ccn1. As a reaction SMILES: [C:23](=[O:24])([O-:25])[O-:26].[CH3:30][NH:31][CH3:32].[ClH:29].[F:1][c:2]1[cH:3][n:4][cH:5][c:6](-[n:8]2[c:9]([CH3:22])[n:10][c:11]([C:13]#[C:14][c:15]3[cH:16][c:17]([CH3:21])[n:18][cH:19][cH:20]3)[cH:12]2)[cH:7]1.[K+:27].[K+:28].[O:34]=[CH:35][N:36]([CH3:37])[CH3:38].[OH2:33]>>[c:2]1([N:31]([CH3:30])[CH3:32])[cH:3][n:4][cH:5][c:6](-[n:8]2[c:9]([CH3:22])[n:10][c:11]([C:13]#[C:14][c:15]3[cH:16][c:17]([CH3:21])[n:18][cH:19][cH:20]3)[cH:12]2)[cH:7]1. Starting materials: OC1=C(N(C=CC1=O)C)C (3-hydroxy-1,2-dimethyl-4-pyridinone), NCCC(=O)O (β-alanine). Product: C(=O)(O)CCN1C(=C(C(C=C1)=O)O)C (1-(2′-Carboxyethyl)-3-hydroxy-2-methyl-4-pyridinone). As a reaction SMILES: [OH:1][C:2]1[C:7](=[O:8])[CH:6]=[CH:5][N:4]([CH3:9])[C:3]=1[CH3:10].NC[CH2:13][C:14]([OH:16])=[O:15]>>[C:14]([CH2:13][CH2:9][N:4]1[CH:5]=[CH:6][C:7](=[O:8])[C:2]([OH:1])=[C:3]1[CH3:10])([OH:16])=[O:15]. Procedure: A reaction analogous to that used for the synthesis of 3-hydroxy-1,2-dimethyl-4-pyridinone was employed starting with β-alanine (2.5 g). No precipitate was observed after concentration and, at this point, the pH was set to 4 with hydrochloric acid. Following extraction with dichloromethane, the solvent was removed by rotary evaporation. Hydrogenolysis was performed as before, although the final product was not recrystallized. An off-white powder was obtained (2.3 g). Proton NMR (D20): 7.89 (d, 1... The reactants are C(C)(C)(C)OC(=O)N1C(COCC1)COC(=O)N1CCN(CC1)C1=C(C=C(C=C1)F)F (3-[4-(2,4-difluoro-phenyl)-piperazine-1-carbonyloxymethyl]-morpholine-4-carboxylic acid tert-butyl ester), C(=O)(C(F)(F)F)O (TFA). Run in C(Cl)Cl (DCM). Run at time 8 hour. Product: FC1=C(C=CC(=C1)F)N1CCN(CC1)C(=O)OCC1NCCOC1 (morpholin-3-ylmethyl 4-(2,4-difluorophenyl)piperazine-1-carboxylate). Isolated yield 78.1%. Reaction SMILES: C(OC([N:8]1[CH2:13][CH2:12][O:11][CH2:10][CH:9]1[CH2:14][O:15][C:16]([N:18]1[CH2:23][CH2:22][N:21]([C:24]2[CH:29]=[CH:28][C:27]([F:30])=[CH:26][C:25]=2[F:31])[CH2:20][CH2:19]1)=[O:17])=O)(C)(C)C.C(O)(C(F)(F)F)=O>C(Cl)Cl>[F:31][C:25]1[CH:26]=[C:27]([F:30])[CH:28]=[CH:29][C:24]=1[N:21]1[CH2:20][CH2:19][N:18]([C:16]([O:15][CH2:14][CH:9]2[CH2:10][O:11][CH2:12][CH2:13][NH:8]2)=[O:17])[CH2:23][CH2:22]1. Procedure details: To 3-[4-(2,4-difluoro-phenyl)-piperazine-1-carbonyloxymethyl]-morpholine-4-carboxylic acid tert-butyl ester (170 mg, 0.39 mmol) in DCM (5 mL) at 0° C. was added TFA (1 mL in 5 mL DCM). The reaction mixture was allowed to warm to room temperature and stirred overnight. The solvent was removed in vacuo and the residue suspended between sat aq NaHCO3 (10 mL) and DCM (10 mL). The aqueous phase was extracted with DCM (2×10 mL). The combined organic layers were dried (MgSO4) and the solvent removed in... Starting materials: C(C)OC(=O)CCCCCCCN1C=NC(=C1C1=CC=C(C=C1)OC)C1=CC=C(C=C1)OC (1-(7-Ethoxycarbonylheptyl)-4,5-bis(4-methoxyphenyl)-imidazole), [OH-].[Na+] (sodium hydroxide). The product is C(=O)(O)CCCCCCCN1C=NC(=C1C1=CC=C(C=C1)OC)C1=CC=C(C=C1)OC (1-(7-carboxyheptyl)-4,5-bis(4-methoxyphenyl)-imidazole). The yield is 46.0%. As a reaction SMILES: C([O:3][C:4]([CH2:6][CH2:7][CH2:8][CH2:9][CH2:10][CH2:11][CH2:12][N:13]1[C:17]([C:18]2[CH:23]=[CH:22][C:21]([O:24][CH3:25])=[CH:20][CH:19]=2)=[C:16]([C:26]2[CH:31]=[CH:30][C:29]([O:32][CH3:33])=[CH:28][CH:27]=2)[N:15]=[CH:14]1)=[O:5])C.[OH-].[Na+]>>[C:4]([CH2:6][CH2:7][CH2:8][CH2:9][CH2:10][CH2:11][CH2:12][N:13]1[C:17]([C:18]2[CH:23]=[CH:22][C:21]([O:24][CH3:25])=[CH:20][CH:19]=2)=[C:16]([C:26]2[CH:31]=[CH:30][C:29]([O:32][CH3:33])=[CH:28][CH:27]=2)[N:15]=[CH:14]1)([OH:5])=[O:3] |f:1.2|. Procedure: 1-(7-Ethoxycarbonylheptyl)-4,5-bis(4-methoxyphenyl)-imidazole (0.58 g) was reacted with 2N sodium hydroxide in a method similar to Example 10. Recrystallisations from ethanol and water gave 1-(7-carboxyheptyl)-4,5-bis(4-methoxyphenyl)-imidazole (0.25 g, 46%) as a white solid, m.p. 142°-143°.